From a dataset of the Open Reaction Database (ORD), a public repository of structured organic reaction records. describe an organic reaction: reactants, conditions, products, and yield Reported procedure: (2R,4S)-4-Methylpyrrolidine-2-carboxylic acid described in J. Chem. Soc. C, pp. 514-522 (1971) is reacted with di-tert-butyl dicarbonate to give (2R,4S)-1-tert-butoxycarbonyl-4-methylpyrrolidine-2-carboxylic acid. (2R,4S)-1-tert-Butoxycarbonyl-4-methylpyrrolidine-2-carboxylic acid is reacted with methyl iodide in the presence of potassium carbonate in acetonitrile solvent to give methyl (2R,4S)-1-tert-butoxycarbonyl-4-methylpyrrolidine-2-carboxylate. Methyl (2R,4S)-1-tert-butoxycarbonyl-4-methyl... Starting materials: Example 1b ( e ), OC[C@@H]1N(C[C@H](C1)C)CCC#N (3-[(2R,4S)-2-hydroxymethyl-4-methylpyrrolidin-1-yl]propionitrile), C(C)N(C(C1=C(C(=CC=C1)C)C)=O)CC (N,N-diethyl-2,3-dimethylbenzamide). Yields the product OC[C@@H]1N(C[C@H](C1)C)CCC=1NC(C2=CC=CC(=C2C1)C)=O (3-{2-[(2R,4S)-2-hydroxymethyl-4-methylpyrrolidin-1-yl]ethyl}-5-methyl-2H-isoquinolin-1-one). Reaction SMILES: [OH:1][CH2:2][C@H:3]1[CH2:7][C@H:6]([CH3:8])[CH2:5][N:4]1[CH2:9][CH2:10][C:11]#[N:12].C(N(CC)[C:16](=[O:25])[C:17]1[CH:22]=[CH:21][CH:20]=[C:19]([CH3:23])[C:18]=1[CH3:24])C>>[OH:1][CH2:2][C@H:3]1[CH2:7][C@H:6]([CH3:8])[CH2:5][N:4]1[CH2:9][CH2:10][C:11]1[NH:12][C:16](=[O:25])[C:17]2[C:18]([CH:24]=1)=[C:19]([CH3:23])[CH:20]=[CH:21][CH:22]=2.